Dataset: the Open Reaction Database (ORD), a public repository of structured organic reaction records. Task: describe an organic reaction: reactants, conditions, products, and yield The reactants are [C-]#N.[Na+] (sodium cyanide), [Cu]C#N (copper(I) cyanide), BrC=1N=C(C(=NC1N)N)C1=C(C(=CC(=C1)Cl)Cl)Cl (5-Bromo-2,6-Diamino-3-(2,3,5-trichlorophenyl)pyrazine). Solvent: CN(C=O)C (dimethylformamide). Run at temperature 130 celsius. Product: C(#N)C=1N=C(C(=NC1N)N)C1=C(C(=CC(=C1)Cl)Cl)Cl (5-Cyano-2,6-Diamino-3-(2,3,5-trichlorophenyl)pyrazine). Reaction SMILES: [C-]#N.[Na+].[Cu][C:5]#[N:6].Br[C:8]1[N:9]=[C:10]([C:16]2[CH:21]=[C:20]([Cl:22])[CH:19]=[C:18]([Cl:23])[C:17]=2[Cl:24])[C:11]([NH2:15])=[N:12][C:13]=1[NH2:14]>CN(C)C=O>[C:5]([C:8]1[N:9]=[C:10]([C:16]2[CH:21]=[C:20]([Cl:22])[CH:19]=[C:18]([Cl:23])[C:17]=2[Cl:24])[C:11]([NH2:15])=[N:12][C:13]=1[NH2:14])#[N:6] |f:0.1|. Procedure: A mixture of 97% sodium cyanide (0.064 g, 1.306×10−3 mole) and 90% copper(I) cyanide (0.135 g, 1.306×10−3 mole) in dry dimethylformamide (5 ml) was stirred and heated to 130° C. To the resulting clear solution was added 5-Bromo-2,6-Diamino-3-(2,3,5-trichlorophenyl)pyrazine (0.35 g, 0.95×10−3 mole) in small portions, and the solution was maintained at 140-150° C. for 16 hrs. The reaction mixture was cooled and evaporated in vacuo. The residue was extracted with ethyl acetate (100 ml), washed with...